This data is from the Open Reaction Database (ORD), a public repository of structured organic reaction records. The task is: describe an organic reaction: reactants, conditions, products, and yield Starting materials: CC1=CN=C2N1C1=C(NC3=C2C=CC=C3)C=CC=C1 (3-methyl-9H-dibenzo[b,f]imidazo[1,2-d][1,4]diazepine), C(=O)O (formic acid), C=O (formalin). Product: CC1=C(N=C2N1C1=C(N(C3=C2C=CC=C3)C)C=CC=C1)CO (3,9-dimethyl-2-hydroxymethyl-9H-dibenzo [b,f]-imidazo[1,2-d][1,4]diazepine). Reaction SMILES: [CH3:1][C:2]1[N:6]2[C:7]3[CH:19]=[CH:18][CH:17]=[CH:16][C:8]=3[NH:9][C:10]3[CH:15]=[CH:14][CH:13]=[CH:12][C:11]=3[C:5]2=[N:4][CH:3]=1.[CH2:20]=O.[CH:22]([OH:24])=O>>[CH3:1][C:2]1[N:6]2[C:7]3[CH:19]=[CH:18][CH:17]=[CH:16][C:8]=3[N:9]([CH3:20])[C:10]3[CH:15]=[CH:14][CH:13]=[CH:12][C:11]=3[C:5]2=[N:4][C:3]=1[CH2:22][OH:24]. Procedure details: 3-methyl-9H-dibenzo[b,f]imidazo[1,2-d][1,4]diazepine is dissolved in 88% formic acid, treated with 37% aqueous formalin solution and heated for 24 hours, to give 3,9-dimethyl-2-hydroxymethyl-9H-dibenzo [b,f]-imidazo[1,2-d][1,4]diazepine. The reactants are FC(OC1=CC(=CC2=C1OC(C(N2)=O)C)C=O)F (8-(Difluoromethoxy)-2-methyl-3-oxo-3,4-dihydro-2H-benzo[b][1,4]oxazine-6-carbaldehyde), CNC(C1=CC=C(C=C1)N1CCNCC1)=O (N-methyl-4-(piperazin-1-yl)benzamide). The product is FC(OC1=CC(=CC2=C1OC(C(N2)=O)C)CN2CCN(CC2)C2=CC=C(C(=O)NC)C=C2)F (4-(4-((8-(Difluoromethoxy)-2-methyl-3-oxo-3,4-dihydro-2H-benzo[b][1,4]oxazin-6-yl)methyl)piperazin-1-yl)-N-methylbenzamide). As a reaction SMILES: [F:1][CH:2]([F:18])[O:3][C:4]1[C:9]2[O:10][CH:11]([CH3:15])[C:12](=[O:14])[NH:13][C:8]=2[CH:7]=[C:6]([CH:16]=O)[CH:5]=1.[CH3:19][NH:20][C:21](=[O:34])[C:22]1[CH:27]=[CH:26][C:25]([N:28]2[CH2:33][CH2:32][NH:31][CH2:30][CH2:29]2)=[CH:24][CH:23]=1>>[F:1][CH:2]([F:18])[O:3][C:4]1[C:9]2[O:10][CH:11]([CH3:15])[C:12](=[O:14])[NH:13][C:8]=2[CH:7]=[C:6]([CH2:16][N:31]2[CH2:30][CH2:29][N:28]([C:25]3[CH:24]=[CH:23][C:22]([C:21]([NH:20][CH3:19])=[O:34])=[CH:27][CH:26]=3)[CH2:33][CH2:32]2)[CH:5]=1. Procedure: Using 403A and N-methyl-4-(piperazin-1-yl)benzamide 282 in the general procedure for reductive aminations, the title compound was obtained as a white solid: 1H NMR (400 MHz, DMSO-d6) δ ppm 1.43 (d, J=6.82 Hz, 3H) 2.45-2.49 (m, 4H) 2.73 (d, J=4.55 Hz, 3H) 3.24 (d, J=4.80 Hz, 4H) 3.43 (s, 2H) 4.74 (q, J=6.74 Hz, 1H) 6.80 (s, 2H) 6.93 (d, J=9.09 Hz, 2H) 6.95-7.35 (m, 1H) 7.70 (d, J=8.84 Hz, 2H) 8.10-8.17 (m, 1H) 10.80 (s, 1H). ESI-MS: m/z 461.4 (M+H)+. mp 210.4-213.0° C. Reactants: Cc1nnc2c3cc(-c4ccccc4)c(-c4ccc(C=O)cc4)nc3ccn12, CC(C)CC(C)(N)C(=O)O, CN(C)C=O. Product: Cc1nnc2c3cc(-c4ccccc4)c(-c4ccc(CN)cc4)nc3ccn12. As a reaction SMILES: [CH3:1][c:2]1[n:3][n:4][c:5]2[c:6]3[cH:7][c:8](-[c:23]4[cH:24][cH:25][cH:26][cH:27][cH:28]4)[c:9](-[c:15]4[cH:16][cH:17][c:18]([CH:19]=[O:20])[cH:21][cH:22]4)[n:10][c:11]3[cH:12][cH:13][n:14]12.[NH2:29][C:30]([CH3:31])([CH2:32][CH:33]([CH3:34])[CH3:35])[C:36]([OH:37])=[O:38].[O:39]=[CH:40][N:41]([CH3:42])[CH3:43]>>[CH3:1][c:2]1[n:3][n:4][c:5]2[c:6]3[cH:7][c:8](-[c:23]4[cH:24][cH:25][cH:26][cH:27][cH:28]4)[c:9](-[c:15]4[cH:16][cH:17][c:18]([CH2:19][NH2:29])[cH:21][cH:22]4)[n:10][c:11]3[cH:12][cH:13][n:14]12. Reactants: Nc1ccc(CCO)cc1, O=C1CCC(=O)N1Br, CN(C)C=O, O. The product is Nc1ccc(CCO)cc1Br. Reaction SMILES: [NH2:1][c:2]1[cH:3][cH:4][c:5]([CH2:8][CH2:9][OH:10])[cH:6][cH:7]1.[O:11]=[C:12]1[N:13]([Br:18])[C:14](=[O:15])[CH2:16][CH2:17]1.[O:19]=[CH:20][N:21]([CH3:22])[CH3:23].[OH2:24]>>[NH2:1][c:2]1[c:3]([Br:18])[cH:4][c:5]([CH2:8][CH2:9][OH:10])[cH:6][cH:7]1. Starting materials: C(#C)C1=CCCCC1 (ethynylcyclohexene), [H-].[Na+] (sodium hydride), CC1C(C(CCC1C)C)=O (2,3,6-trimethyl-cyclohexanone), O (Water). Solvent: O1CCCC1 (tetrahydrofuran), CCOCC (ether). Reaction conditions: time 8 hour. Yields the product C(#C)C1=CCCCC1 (ethynylcyclohexene), ketone, CC1C(C(CCC1C)C)(O)C#CC1=CCCCC1 (1-(2,3,6-trimethyl-1-hydroxy-cyclohexyl)-2-(cyclohex-1-en-1-yl)-acetylene). RXN SMILES: [C:1]([C:3]1[CH2:8][CH2:7][CH2:6][CH2:5][CH:4]=1)#[CH:2].[H-].[Na+].[CH3:11][CH:12]1[CH:17]([CH3:18])[CH2:16][CH2:15][CH:14]([CH3:19])[C:13]1=[O:20].O>O1CCCC1.CCOCC>[C:1]([C:3]1[CH2:8][CH2:7][CH2:6][CH2:5][CH:4]=1)#[CH:2].[CH3:11][CH:12]1[CH:17]([CH3:18])[CH2:16][CH2:15][CH:14]([CH3:19])[C:13]1([C:2]#[C:1][C:3]1[CH2:8][CH2:7][CH2:6][CH2:5][CH:4]=1)[OH:20] |f:1.2|. Reported procedure: 21.5 g of ethynylcyclohexene are added dropwise to a suspension of 6 g of 80% strength sodium hydride in 200 ml of tetrahydrofuran under reflux, and the reaction mixture is kept under reflux conditions until no further gas is evolved. 28 g of 2,3,6-trimethyl-cyclohexanone are then added dropwise at room temperature and the mixture is left overnight, whilst being stirred, in order to complete the reaction. Water is added to the reaction mixture, the reaction product is taken up in ether and the e... Starting materials: CC(=O)OC(C)CCCCn1c(=O)c2c(=O)cc(C)n(Cc3ccccc3)c2n(C)c1=O, CO, Cl. Yields the product Cc1cc(=O)c2c(=O)n(CCCCC(C)O)c(=O)n(C)c2n1Cc1ccccc1. RXN SMILES: [C:2](=[O:3])([CH3:4])[O:5][CH:6]([CH2:7][CH2:8][CH2:9][CH2:10][n:11]1[c:12](=[O:32])[n:13]([CH3:31])[c:14]2[c:15]([c:16]1=[O:17])[c:18](=[O:30])[cH:19][c:20]([CH3:29])[n:21]2[CH2:22][c:23]1[cH:24][cH:25][cH:26][cH:27][cH:28]1)[CH3:33].[CH3:34][OH:35].[ClH:1]>>[OH:5][CH:6]([CH2:7][CH2:8][CH2:9][CH2:10][n:11]1[c:12](=[O:32])[n:13]([CH3:31])[c:14]2[c:15]([c:16]1=[O:17])[c:18](=[O:30])[cH:19][c:20]([CH3:29])[n:21]2[CH2:22][c:23]1[cH:24][cH:25][cH:26][cH:27][cH:28]1)[CH3:33]. The reactants are ClC=1C(=C(NC(C(C)(C)C)=O)C=CC1)C (3-chloro-N-(2,2-dimethylpropionyl)-2-methylaniline), C(CCC)[Li] (n-butyllithium), C(CCC)[Li] (n-butyllithium), ICCC (iodopropane), C(CCC)[Li] (n-butyllithium). The solvent is O (water), C1CCOC1 (THF), CCCCCC (hexane). Conditions: time 15 minute. The product is C(CCC)C1=C(NC(C(C)(C)C)=O)C=CC=C1Cl (2-Butyl-3-chloro-N-(2,2-dimethylpropionyl)aniline). The yield is 97.0%. Reaction SMILES: [Cl:1][C:2]1[C:3]([CH3:15])=[C:4]([CH:12]=[CH:13][CH:14]=1)[NH:5][C:6](=[O:11])[C:7]([CH3:10])([CH3:9])[CH3:8].[CH2:16]([Li])[CH2:17][CH2:18]C.ICCC>C1COCC1.CCCCCC.O>[CH2:15]([C:3]1[C:2]([Cl:1])=[CH:14][CH:13]=[CH:12][C:4]=1[NH:5][C:6](=[O:11])[C:7]([CH3:10])([CH3:9])[CH3:8])[CH2:16][CH2:17][CH3:18]. Reported procedure: A solution of 3-chloro-N-(2,2-dimethylpropionyl)-2-methylaniline (9.79 g) in dry THF (150 ml) was stirred under nitrogen at 0° while a solution of n-butyllithium in hexane was added in a dropwise fashion until a slight orange color was noted. The volume of n-butyllithium solution which had been added was noted, and an equal volume of this n-butyllithium solution was then added in order to complete formation of the dianion of the starting material. The final deep orange solution was then stirred ... Reactants: Cc1ccsc1Br, CC(C)(C)Oc1ncc(B(O)O)c(OC(C)(C)C)n1, O=C([O-])[O-], [Na+], [Na+], CC(=O)[O-], CC(=O)[O-], [Pd+2], c1ccc(P(c2ccccc2)c2ccccc2)cc1. Product: Cc1ccsc1-c1cnc(OC(C)(C)C)nc1OC(C)(C)C. RXN SMILES: [Br:20][c:21]1[s:22][cH:23][cH:24][c:25]1[CH3:26].[C:1]([CH3:2])([CH3:3])([CH3:4])[O:5][c:6]1[n:7][cH:8][c:9]([B:17]([OH:18])[OH:19])[c:10]([O:12][C:13]([CH3:14])([CH3:15])[CH3:16])[n:11]1.[C:27](=[O:28])([O-:29])[O-:30].[Na+:31].[Na+:32].[O-:53][C:54]([CH3:55])=[O:56].[O-:57][C:58]([CH3:59])=[O:60].[Pd+2:52].[c:33]1([P:34]([c:35]2[cH:36][cH:37][cH:38][cH:39][cH:40]2)[c:41]2[cH:42][cH:43][cH:44][cH:45][cH:46]2)[cH:47][cH:48][cH:49][cH:50][cH:51]1>>[C:1]([CH3:2])([CH3:3])([CH3:4])[O:5][c:6]1[n:7][cH:8][c:9](-[c:21]2[s:22][cH:23][cH:24][c:25]2[CH3:26])[c:10]([O:12][C:13]([CH3:14])([CH3:15])[CH3:16])[n:11]1.